Task: describe an organic reaction: reactants, conditions, products, and yield. Dataset: the Open Reaction Database (ORD), a public repository of structured organic reaction records The reactants are [Li]CCCC (n-BuLi), BrC1=CC(=C(C=C1)[Si](C)(C)C)F ((4-bromo-2-fluorophenyl)trimethylsilane), C(C)(C)OB1OC(C(O1)(C)C)(C)C (2-Isopropoxy-4,4,5,5-tetramethyl-1,3,2-dioxaborolane), C(=O)=O.CC(=O)C (dry ice acetone), Cl (hydrochloric acid). Solvent: C1CCOC1 (THF), O (H2O). Conditions: temperature -78 celsius, time 15 minute. Yields the product crude product, FC1=C(C=CC(=C1)B1OC(C(O1)(C)C)(C)C)[Si](C)(C)C ((2-fluoro-4-(4,4,5,5-tetramethyl-1,3,2-dioxaborolan-2-yl)phenyl)trimethylsilane). RXN SMILES: [Li]CCCC.Br[C:7]1[CH:12]=[CH:11][C:10]([Si:13]([CH3:16])([CH3:15])[CH3:14])=[C:9]([F:17])[CH:8]=1.C(O[B:22]1[O:26][C:25]([CH3:28])([CH3:27])[C:24]([CH3:30])([CH3:29])[O:23]1)(C)C.C(=O)=O.CC(C)=O.Cl>C1COCC1.O>[F:17][C:9]1[CH:8]=[C:7]([B:22]2[O:26][C:25]([CH3:28])([CH3:27])[C:24]([CH3:30])([CH3:29])[O:23]2)[CH:12]=[CH:11][C:10]=1[Si:13]([CH3:16])([CH3:15])[CH3:14] |f:3.4|. Procedure details: A solution of n-BuLi (2.5 M in hexanes; 8.5 mL, 21 mmol, 1.1 equiv) was added to a stirred solution of (4-bromo-2-fluorophenyl)trimethylsilane (4.8 g, 19 mmol, 1.0 equiv) in THF (80 mL) at −78° C. The resulting orange solution was stirred at −78° C. for 15 min. 2-Isopropoxy-4,4,5,5-tetramethyl-1,3,2-dioxaborolane (4.4 mL, 21 mmol, 1.1 equiv) was added, and the cloudy orange solution was allowed to slowly warm to 23° C., by allowing the dry ice/acetone bath to melt, and was stirred for 20 h. The ... RXN SMILES: C(N1C=CN=C1)(N1C=CN=C1)=O.[CH3:13][O:14][C:15]1[CH:20]=[CH:19][C:18]([C:21]2[CH:26]=[CH:25][N:24]=[C:23]([C:27](O)=[O:28])[N:22]=2)=[C:17]([CH3:30])[C:16]=1[CH:31]1[C:44]2[C:43](=[O:45])[CH2:42][C:41]([CH3:47])([CH3:46])[CH2:40][C:39]=2[O:38][C:37]2[CH2:36][C:35]([CH3:49])([CH3:48])[CH2:34][C:33](=[O:50])[C:32]1=2.[BH4-].[Na+].Cl>C1COCC1.O.CN(C=O)C>[OH:28][CH2:27][C:23]1[N:22]=[C:21]([C:18]2[C:17]([CH3:30])=[C:16]([CH:31]3[C:44]4[C:43](=[O:45])[CH2:42][C:41]([CH3:46])([CH3:47])[CH2:40][C:39]=4[O:38][C:37]4[CH2:36][C:35]([CH3:49])([CH3:48])[CH2:34][C:33](=[O:50])[C:32]3=4)[C:15]([O:14][CH3:13])=[CH:20][CH:19]=2)[CH:26]=[CH:25][N:24]=1 |f:2.3|. The product is OCC1=NC=CC(=N1)C=1C(=C(C(=CC1)OC)C1C=2C(CC(CC2OC=2CC(CC(C12)=O)(C)C)(C)C)=O)C (9-{3-[2-(Hydroxymethyl)pyrimidin-4-yl]-6-methoxy-2-methylphenyl}-3,3,6,6-tetramethyl-3,4,5,6,7,9-hexahydro-1H-xanthene-1,8(2H)-dione). Reactants: [BH4-].[Na+] (sodium borohydride), Cl (hydrochloric acid), C(=O)(N1C=NC=C1)N1C=NC=C1 (1,1′-Carbonyldiimidazole), COC1=C(C(=C(C=C1)C1=NC(=NC=C1)C(=O)O)C)C1C=2C(CC(CC2OC=2CC(CC(C12)=O)(C)C)(C)C)=O (4-[4-Methoxy-2-methyl-3-(3,3,6,6-tetramethyl-1,8-dioxo-2,3,4,5,6,7,8,9-octahydro-1H-xanthen-9-yl)phenyl]pyrimidine-2-carboxylic acid). The solvent is O (water), CN(C)C=O (DMF), O (water), C1CCOC1 (THF). Run at temperature 50 celsius, time 1.5 hour. Reported procedure: 1,1′-Carbonyldiimidazole (33.9 mg, 0.209 mol) was added to a suspension of the 4-[4-methoxy-2-methyl-3-(3,3,6,6-tetramethyl-1,8-dioxo-2,3,4,5,6,7,8,9-octahydro-1H-xanthen-9-yl)phenyl]pyrimidine-2-carboxylic acid obtained in Example 75-4 (90.0 mg, 0.174 mmol) in THF (2.0 mL) at room temperature, and the mixture thus obtained was then stirred at 50° C. for 1.5 hours. Thereafter, DMF (0.5 mL) was added to the resulting solution, and the mixture thus obtained was further stirred at the same temperat... Isolated yield 57.1%. Solvent: C1CCOC1 (THF), C1CCOC1 (THF). Yield: 92.5%. Product: C(C1=CC=CC=C1)OC1=C(C(=CC2=CC=C(C=C12)F)CO)C ((4-benzyloxy-6-fluoro-3-methyl-naphthalen-2-yl)-methanol). RXN SMILES: [H-].[H-].[H-].[H-].[Li+].[Al+3].C[O:8][C:9]([C:11]1[C:20]([CH3:21])=[C:19]([O:22][CH2:23][C:24]2[CH:29]=[CH:28][CH:27]=[CH:26][CH:25]=2)[C:18]2[C:13](=[CH:14][CH:15]=[C:16]([F:30])[CH:17]=2)[CH:12]=1)=O>C1COCC1>[CH2:23]([O:22][C:19]1[C:18]2[C:13](=[CH:14][CH:15]=[C:16]([F:30])[CH:17]=2)[CH:12]=[C:11]([CH2:9][OH:8])[C:20]=1[CH3:21])[C:24]1[CH:25]=[CH:26][CH:27]=[CH:28][CH:29]=1 |f:0.1.2.3.4.5|. Conditions: time 3 hour. Procedure: To a suspension of LiAlH4 (8.8 g, 235 mmol) in dry THF (120 mL) was added a solution of 4-benzyloxy-6-fluoro-3-methyl-naphthalene-2-carboxylic acid methyl ester (25.4 g, 78.4 mmol) in THF (180 mL) dropwise at 0° C. under nitrogen. The reaction mixture was stirred at room temperature for 3 hours. After this time, the reaction mixture was cooled to 0° C. and quenched carefully via addition of cold water (10 mL) followed by 15% NaOH solution (10 mL) and additional water. The resulting solution was ... Reactants: [H-].[H-].[H-].[H-].[Li+].[Al+3] (LiAlH4), COC(=O)C1=CC2=CC=C(C=C2C(=C1C)OCC1=CC=CC=C1)F (4-benzyloxy-6-fluoro-3-methyl-naphthalene-2-carboxylic acid methyl ester). The reactants are [BH4-], CCOC(=O)c1ncn2c1CN(C)C(=O)c1ccccc1-2, Cl, [Li+], C1CCOC1. Product: CN1Cc2c(CO)ncn2-c2ccccc2C1=O. As a reaction SMILES: [BH4-:22].[CH3:1][N:2]1[CH2:3][c:4]2[n:5]([cH:14][n:15][c:16]2[C:17](=[O:18])[O:19][CH2:20][CH3:21])-[c:6]2[c:7]([cH:10][cH:11][cH:12][cH:13]2)[C:8]1=[O:9].[ClH:24].[Li+:23].[O:25]1[CH2:26][CH2:27][CH2:28][CH2:29]1>>[CH3:1][N:2]1[CH2:3][c:4]2[n:5]([cH:14][n:15][c:16]2[CH2:17][OH:18])-[c:6]2[c:7]([cH:10][cH:11][cH:12][cH:13]2)[C:8]1=[O:9]. Reactants: 1-methyl-piperidyl-4-yl-amine, F[B-](F)(F)F.N1(N=NC2=C1C=CC=C2)OC(=[N+](C)C)N(C)C (O-(benzotriazol-1-yl)-N,N,N′,N′-tetra methyluronium tetrafluoroborate), C(C)(C)N(CC)C(C)C (diisopropylethylamine), C([O-])(O)=O.[Na+] (sodium bicarbonate), C1(CCCC1)N1[C@@H](C(N(C=2C=NC(=NC12)NC=1C=CC(=C2CC(OC21)(C)C)C(=O)O)C)=O)CC (7-[[(7R)-8-cyclopentyl-7-ethyl-5-methyl-6-oxo-7H-pteridin-2-yl]amino]-2,2-dimethyl-3H-benzofuran-4-carboxylic acid). Run in ClCCl (dichloromethane). Conditions: time 1.5 hour. The product is C1(CCCC1)N1[C@@H](C(N(C=2C=NC(=NC12)NC=1C=CC(=C2CC(OC21)(C)C)C(=O)NC2CCN(CC2)C)C)=O)CC (7-[[(7R)-8-cyclopentyl-7-ethyl-5-methyl-6-oxo-7H-pteridin-2-yl]amino]-2,2-dimethyl-N-(1-methyl-4-piperidyl)-3H-benzofuran-4-carboxamide). Isolated yield 70.6%. RXN SMILES: [CH:1]1([N:6]2[C:15]3[N:14]=[C:13]([NH:16][C:17]4[CH:18]=[CH:19][C:20]([C:28]([OH:30])=O)=[C:21]5[C:25]=4[O:24][C:23]([CH3:27])([CH3:26])[CH2:22]5)[N:12]=[CH:11][C:10]=3[N:9]([CH3:31])[C:8](=[O:32])[C@H:7]2[CH2:33][CH3:34])[CH2:5][CH2:4][CH2:3][CH2:2]1.F[B-](F)(F)F.[N:40]1(OC(N(C)C)=[N+](C)C)[C:44]2[CH:45]=[CH:46]C=[CH:48][C:43]=2N=N1.[CH:57]([N:60](C(C)C)CC)(C)C.C(=O)(O)[O-].[Na+]>ClCCl>[CH:1]1([N:6]2[C:15]3[N:14]=[C:13]([NH:16][C:17]4[CH:18]=[CH:19][C:20]([C:28]([NH:40][CH:44]5[CH2:43][CH2:48][N:60]([CH3:57])[CH2:46][CH2:45]5)=[O:30])=[C:21]5[C:25]=4[O:24][C:23]([CH3:26])([CH3:27])[CH2:22]5)[N:12]=[CH:11][C:10]=3[N:9]([CH3:31])[C:8](=[O:32])[C@H:7]2[CH2:33][CH3:34])[CH2:5][CH2:4][CH2:3][CH2:2]1 |f:1.2,4.5|. Procedure details: 7-[[(7R)-8-Cyclopentyl-7-ethyl-5-methyl-6-oxo-7H-pteridin-2-yl]amino]-2,2-dimethyl-3H-benzofuran-4-carboxylic acid 4f (931 mg, 2 mmol) was dissolved in 50 mL of dichloromethane followed by the addition of 1-methyl-piperidyl-4-yl-amine (228 mg, 2 mmol), O-(benzotriazol-1-yl)-N,N,N′,N′-tetra methyluronium tetrafluoroborate (642 mg, 2 mmol) and diisopropylethylamine (775 mg, 6 mmol). The reaction solution was stirred for 1.5 hours. The resulting mixture was added with 50 mL of saturated sodium bica... The product is F[C@@H]1[C@@H]2C=3C=CC(=CC3C[C@H]([C@H]2[C@@H]2C[C@@H](C[C@@]2(C)C1)O)C)O (11β-Fluoro-7α-methylestra-1,3,5(10)-triene-3,16β-diol). Procedure: A solution of 1.67 g (5.22 mmol) of 3-acetyloxy-11βfluoro-7α-methylestra-1,3,5(10),16-tetraene in 30 ml of DMSO and 2.4 ml of water is replaced in portions with 1.36 g of N-bromosuccinimide while being stirred at 0° C., the cold bath is removed after the addition of NBS is completed, and it is stirred for 45 more minutes at room temperature. For working-up, the reaction mixture is poured into ice water, extracted with ethyl acetate, the organic phase is washed with water and dried on sodium sulf... Solvent: CS(=O)C (DMSO), C(C)(=O)OCC (ethyl acetate), O (water). Reactants: C(C)(=O)OC1=CC=2C[C@H]([C@H]3[C@@H]4CC=C[C@@]4(C)C[C@@H]([C@@H]3C2C=C1)F)C (3-acetyloxy-11βfluoro-7α-methylestra-1,3,5(10),16-tetraene), CC(C)(C#N)N=NC(C)(C)C#N (AIBN), BrN1C(CCC1=O)=O (N-bromosuccinimide), C(CCC)[SnH](CCCC)CCCC (tributyl tin hydride). Reaction conditions: temperature 0 celsius. Reaction SMILES: C([O:4][C:5]1[CH:22]=[CH:21][C:20]2[C@@H:19]3[C@H:10]([C@H:11]4[C@@:15]([CH2:17][C@@H:18]3[F:23])([CH3:16])[CH:14]=[CH:13][CH2:12]4)[C@H:9]([CH3:24])[CH2:8][C:7]=2[CH:6]=1)(=O)C.BrN1C(=[O:31])CCC1=O.C([SnH](CCCC)CCCC)CCC.CC(N=NC(C#N)(C)C)(C#N)C>CS(C)=O.O.C(OCC)(=O)C>[F:23][C@H:18]1[CH2:17][C@@:15]2([CH3:16])[C@@H:11]([CH2:12][C@H:13]([OH:31])[CH2:14]2)[C@H:10]2[C@H:19]1[C:20]1[CH:21]=[CH:22][C:5]([OH:4])=[CH:6][C:7]=1[CH2:8][C@H:9]2[CH3:24].